From a dataset of the Open Reaction Database (ORD), a public repository of structured organic reaction records. describe an organic reaction: reactants, conditions, products, and yield The reactants are CC1=C(C(=CC=C1)C)[N+]#[C-] (2,6-dimethylphenyl isocyanide), 2.1, NC1=NC=C(C=C1)F (2-amino-5-fluoropyridine), C(=O)C1=C(C(=O)O)C=CC=C1 (2-formylbenzoic acid), Cl(=O)(=O)(=O)O (perchloric acid). Run in C(C)O (ethanol), petroleum ether. Run at time 20 hour. Yields the product CC1=C(C(=CC=C1)C)NC1=C(N=C2N1C=C(C=C2)F)C2=C(C(=O)O)C=CC=C2 (2-[3-(2,6-dimethylphenylamino)-6-fluoroimidazo[1,2-a]pyridin-2-yl]benzoic acid). Yield: 74.0%. As a reaction SMILES: [NH2:1][C:2]1[CH:7]=[CH:6][C:5]([F:8])=[CH:4][N:3]=1.[CH:9]([C:11]1[CH:19]=[CH:18][CH:17]=[CH:16][C:12]=1[C:13]([OH:15])=[O:14])=O.[CH3:20][C:21]1[CH:26]=[CH:25][CH:24]=[C:23]([CH3:27])[C:22]=1[N+:28]#[C-:29].Cl(O)(=O)(=O)=O>C(O)C>[CH3:20][C:21]1[CH:26]=[CH:25][CH:24]=[C:23]([CH3:27])[C:22]=1[NH:28][C:29]1[N:3]2[CH:4]=[C:5]([F:8])[CH:6]=[CH:7][C:2]2=[N:1][C:9]=1[C:11]1[CH:19]=[CH:18][CH:17]=[CH:16][C:12]=1[C:13]([OH:15])=[O:14]. Procedure details: 2.1 0.802 g (6.8 mmol) of 2-amino-5-fluoropyridine and 0.946 g (6.3 mmol) of 2-formylbenzoic acid are dissolved successively in 20 ml of ethanol at RT under inert gas. 0.929 g (6.8 mmol) of 2,6-dimethylphenyl isocyanide are then added, 0.291 ml (3.4 mmol) of 70% perchloric acid is added dropwise, and the mixture is stirred at RT for a further 20 h. 50 ml of petroleum ether are subsequently added, the precipitated solid is filtered off with suction and washed with a little ethyl acetate, giving 1... The reactants are O=C([O-])[O-], CCI, CCO, [K+], [K+], O=c1c(-c2ccccc2)c[nH]n1-c1cccc(C(F)(F)F)c1. The product is CCn1cc(-c2ccccc2)c(=O)n1-c1cccc(C(F)(F)F)c1. As a reaction SMILES: [C:23](=[O:24])([O-:25])[O-:26].[CH2:29]([CH3:30])[I:31].[CH3:32][CH2:33][OH:34].[K+:27].[K+:28].[c:1]1(-[c:7]2[cH:8][nH:9][n:10](-[c:13]3[cH:14][c:15]([C:19]([F:20])([F:21])[F:22])[cH:16][cH:17][cH:18]3)[c:11]2=[O:12])[cH:2][cH:3][cH:4][cH:5][cH:6]1>>[c:1]1(-[c:7]2[cH:8][n:9]([CH2:29][CH3:30])[n:10](-[c:13]3[cH:14][c:15]([C:19]([F:20])([F:21])[F:22])[cH:16][cH:17][cH:18]3)[c:11]2=[O:12])[cH:2][cH:3][cH:4][cH:5][cH:6]1.